From a dataset of the Open Reaction Database (ORD), a public repository of structured organic reaction records. describe an organic reaction: reactants, conditions, products, and yield The reactants are [Ti](Cl)(Cl)(Cl)Cl (titanium tetrachloride), [Al] (aluminum), [Cl-].[Al+3].[Cl-].[Cl-] (aluminum chloride), C=1(C)C(C)=CC(C)=C(C)C1 (durene). Run in C1(=CC=CC=C1)C (toluene), C1(=CC=CC=C1)C (toluene). Reaction conditions: temperature 130 celsius. The product is [Cl-].[Cl-].[Ti+2].[Cl-].[Al+3].[Cl-].[Cl-].C=1(C)C(C)=CC(C)=C(C)C1 (Titanium Dichloride Aluminum Chloride Durene). RXN SMILES: [Al:1].[Cl-:2].[Al+3].[Cl-].[Cl-].[C:6]1([C:8](=[CH:10][C:11](=[C:13]([CH:15]=1)[CH3:14])[CH3:12])[CH3:9])[CH3:7].[Ti:16](Cl)(Cl)(Cl)[Cl:17]>C1(C)C=CC=CC=1>[Cl-:17].[Cl-:2].[Ti+2:16].[Cl-:17].[Al+3:1].[Cl-:17].[Cl-:17].[C:6]1([C:8](=[CH:10][C:11](=[C:13]([CH:15]=1)[CH3:14])[CH3:12])[CH3:9])[CH3:7] |f:1.2.3.4,8.9.10.11.12.13.14.15|. Procedure: 20 g of aluminum power (BDH fine powder) and 27 g of aluminum chloride were introduced into a two liter flask. The mixture of solids was stirred and heated to a temperature of 130° C., which temperature was maintained for two hours. The mixture was then cooled, and a solution of 15.5 g of durene in one liter of toluene was added. The flask contents were stirred and heated to reflux temperature. 19.9 g of titanium tetrachloride in 100 ml of toluene were added dropwise over a period of 30 minutes.... Reactants: COc1cc(Br)c2c(c1)CCN2, CCC(C1CC1)n1cc(Cl)nc(Cl)c1=O, Cl. Product: CCC(C1CC1)n1cc(Cl)nc(N2CCc3cc(OC)cc(Br)c32)c1=O. As a reaction SMILES: [Br:17][c:18]1[cH:19][c:20]([O:27][CH3:28])[cH:21][c:22]2[c:26]1[NH:25][CH2:24][CH2:23]2.[Cl:1][c:2]1[c:3](=[O:15])[n:4]([CH:9]([CH2:10][CH3:11])[CH:12]2[CH2:13][CH2:14]2)[cH:5][c:6]([Cl:8])[n:7]1.[ClH:16]>>[c:2]1([N:25]2[CH2:24][CH2:23][c:22]3[cH:21][c:20]([O:27][CH3:28])[cH:19][c:18]([Br:17])[c:26]32)[c:3](=[O:15])[n:4]([CH:9]([CH2:10][CH3:11])[CH:12]2[CH2:13][CH2:14]2)[cH:5][c:6]([Cl:8])[n:7]1. The reactants are ClC1=NC(=NC=C1C(F)(F)F)NC1=C(C=C(CP(OCC)(OCC)=O)C=C1)OC (diethyl (4-{[4-chloro-5-(trifluoromethyl)pyrimidin-2-yl]amino}-3-methoxybenzyl)phosphonate), NC1=C2C(N(C(C2=CC=C1)=O)C)=O (4-amino-2-methyl-1H-isoindole-1,3(2H)-dione), ( 100 ). Product: COC=1C=C(CP(OCC)(OCC)=O)C=CC1NC1=NC=C(C(=N1)NC1=C2C(N(C(C2=CC=C1)=O)C)=O)C(F)(F)F (Diethyl [3-methoxy-4-({4-[(2-methyl-1,3-dioxo-2,3-dihydro-1H-isoindol-4-yl)amino]-5-(trifluoromethyl)pyrimidin-2-yl}amino)benzyl]phosphonate). Reaction SMILES: Cl[C:2]1[C:7]([C:8]([F:11])([F:10])[F:9])=[CH:6][N:5]=[C:4]([NH:12][C:13]2[CH:27]=[CH:26][C:16]([CH2:17][P:18](=[O:25])([O:22][CH2:23][CH3:24])[O:19][CH2:20][CH3:21])=[CH:15][C:14]=2[O:28][CH3:29])[N:3]=1.[NH2:30][C:31]1[CH:39]=[CH:38][CH:37]=[C:36]2[C:32]=1[C:33](=[O:42])[N:34]([CH3:41])[C:35]2=[O:40]>>[CH3:29][O:28][C:14]1[CH:15]=[C:16]([CH:26]=[CH:27][C:13]=1[NH:12][C:4]1[N:3]=[C:2]([NH:30][C:31]2[CH:39]=[CH:38][CH:37]=[C:36]3[C:32]=2[C:33](=[O:42])[N:34]([CH3:41])[C:35]3=[O:40])[C:7]([C:8]([F:11])([F:10])[F:9])=[CH:6][N:5]=1)[CH2:17][P:18](=[O:25])([O:22][CH2:23][CH3:24])[O:19][CH2:20][CH3:21]. Procedure details: The title compound was prepared using the procedure for Example 102 with diethyl (4-{[4-chloro-5-(trifluoromethyl)pyrimidin-2-yl]amino}-3-methoxybenzyl)phosphonate and the commercially available 4-amino-2-methyl-1H-isoindole-1,3(2H)-dione. MS (ES+): m/z 594.34 (100) [MH+]; HPLC: tR=1.17 min (UPLC, purity). The reactants are NC=1C=CC2=C(C=C(O2)C(=O)NC2=CC=C(C=C2)C2=CC=C(C=C2)S(=O)(=O)N[C@@H](C(C)C)C(=O)O)C1 (N-[(4′-{[(5-amino-1-benzofuran-2-yl)carbonyl]amino}-1,1′-biphenyl-4-yl)sulfonyl]-L-valine), resin, C(C)(C)N(C(C)C)CC (N,N-diisopropylethylamine), CS(=O)(=O)Cl (methanesulfonyl chloride). The solvent is C(Cl)Cl (methylene chloride). Run at time 1 hour. Yields the product CS(=O)(=O)NC=1C=CC2=C(C=C(O2)C(=O)NC2=CC=C(C=C2)C2=CC=C(C=C2)S(=O)(=O)N[C@@H](C(C)C)C(=O)O)C1 (N-({4′-[({5-[(methylsulfonyl)amino]-1-benzofuran-2-yl}carbonyl)amino]-1,1′-biphenyl-4-yl}sulfonyl)-L-valine). RXN SMILES: [NH2:1][C:2]1[CH:3]=[CH:4][C:5]2[O:9][C:8]([C:10]([NH:12][C:13]3[CH:18]=[CH:17][C:16]([C:19]4[CH:24]=[CH:23][C:22]([S:25]([NH:28][C@H:29]([C:33]([OH:35])=[O:34])[CH:30]([CH3:32])[CH3:31])(=[O:27])=[O:26])=[CH:21][CH:20]=4)=[CH:15][CH:14]=3)=[O:11])=[CH:7][C:6]=2[CH:36]=1.C(N(CC)C(C)C)(C)C.[CH3:46][S:47](Cl)(=[O:49])=[O:48]>C(Cl)Cl>[CH3:46][S:47]([NH:1][C:2]1[CH:3]=[CH:4][C:5]2[O:9][C:8]([C:10]([NH:12][C:13]3[CH:18]=[CH:17][C:16]([C:19]4[CH:20]=[CH:21][C:22]([S:25]([NH:28][C@H:29]([C:33]([OH:35])=[O:34])[CH:30]([CH3:32])[CH3:31])(=[O:26])=[O:27])=[CH:23][CH:24]=4)=[CH:15][CH:14]=3)=[O:11])=[CH:7][C:6]=2[CH:36]=1)(=[O:49])=[O:48]. Reported procedure: N-[(4′-{[(5-amino-1-benzofuran-2-yl)carbonyl]amino}-1,1′-biphenyl-4-yl)sulfonyl]-L-valine-Wang resin (0.3 g), from Example 7, was suspended in methylene chloride (6 mL). To the suspension was added with N,N-diisopropylethylamine (6.0 equiv.) and methanesulfonyl chloride (3.0 equiv.). The reaction was allowed to proceed at room temperature for 1 h and the reagent was removed by filtration. The resin was washed with methylene chloride (2×), methanol and methylene chloride (2×) before being treated... Reactants: O=C([O-])[O-], CC1CCCN1, CS(C)=O, CC(=O)c1ccc(F)c2ccccc12, [K+], [K+], O. The product is CC(=O)c1ccc(N2CCCC2C)c2ccccc12. RXN SMILES: [C:21](=[O:22])([O-:23])[O-:24].[CH3:15][CH:16]1[NH:17][CH2:18][CH2:19][CH2:20]1.[CH3:27][S:28]([CH3:29])=[O:30].[F:1][c:2]1[cH:3][cH:4][c:5]([C:12]([CH3:13])=[O:14])[c:6]2[cH:7][cH:8][cH:9][cH:10][c:11]12.[K+:25].[K+:26].[OH2:31]>>[c:2]1([N:17]2[CH:16]([CH3:15])[CH2:20][CH2:19][CH2:18]2)[cH:3][cH:4][c:5]([C:12]([CH3:13])=[O:14])[c:6]2[cH:7][cH:8][cH:9][cH:10][c:11]12.